Dataset: the Open Reaction Database (ORD), a public repository of structured organic reaction records. Task: describe an organic reaction: reactants, conditions, products, and yield Starting materials: CC1OC2(CC1=O)CCN(CC2)C (2,8-dimethyl-1-oxa-8-azaspiro[4.5]-decan-3-one), [BH4-].[Na+] (sodium borohydride), ice water. Run in C(C)O (ethanol). Conditions: time 2 hour. Product: N (ammonia), OC1C(OC2(C1)CCN(CC2)C)C (3-hydroxy-2,8-dimethyl-1-oxa-8-azaspiro[4.5]decane). Isolated yield 197.8%. As a reaction SMILES: [CH3:1][CH:2]1[C:6](=[O:7])[CH2:5][C:4]2([CH2:12][CH2:11][N:10]([CH3:13])[CH2:9][CH2:8]2)[O:3]1.[BH4-].[Na+]>C(O)C>[NH3:10].[OH:7][CH:6]1[CH2:5][C:4]2([CH2:12][CH2:11][N:10]([CH3:13])[CH2:9][CH2:8]2)[O:3][CH:2]1[CH3:1] |f:1.2|. Reported procedure: To a solution of 2,8-dimethyl-1-oxa-8-azaspiro[4.5]-decan-3-one (200 mg) in 7 ml ethanol, was added 25 mg sodium borohydride at room temperature, and the mixture was stirred at room temperature for two hours. The reaction mixture was cooled in an ice-water bath, acidified by addition of 6N--HCL (to about pH 4), and stirred for about 20 minutes with the ice-water bath removed. Ethanol was distilled off under reduced pressure, and the residue was purified by silica gel column chromatography by usi... The reactants are C1(CC1)CN1C(=NC2=C1C=CC(=C2)S(=O)(=O)C2CCN(CC2)C(=O)OC(C)(C)C)CC(C)(C)C (tert-butyl 4-(1-(cyclopropylmethyl)-2-neopentyl-1H-benzo[d]imidazol-5-ylsulfonyl)piperidine-1-carboxylate), C1(CC1)CN1C(=NC2=C1C=CC(=C2)S(=O)(=O)CC2CCN(CC2)C(=O)OC(C)(C)C)CC(C)(C)C (tert-butyl 4-((1-(cyclopropylmethyl)-2-neopentyl-1H-benzo[d]imidazol-5-ylsulfonyl)methyl)piperidine-1-carboxylate). The product is C1(CC1)CN1C(=NC2=C1C=CC(=C2)S(=O)(=O)C2CCNCC2)CC(C)(C)C (1-(cyclopropylmethyl)-2-neopentyl-5-(piperidin-4-ylsulfonyl)-1H-benzo[d]imidazole). Reaction SMILES: [CH:1]1([CH2:4][N:5]2[C:9]3[CH:10]=[CH:11][C:12]([S:14]([CH:17]4[CH2:22][CH2:21][N:20](C(OC(C)(C)C)=O)[CH2:19][CH2:18]4)(=[O:16])=[O:15])=[CH:13][C:8]=3[N:7]=[C:6]2[CH2:30][C:31]([CH3:34])([CH3:33])[CH3:32])[CH2:3][CH2:2]1.C1(CN2C3C=CC(S(CC4CCN(C(OC(C)(C)C)=O)CC4)(=O)=O)=CC=3N=C2CC(C)(C)C)CC1>>[CH:1]1([CH2:4][N:5]2[C:9]3[CH:10]=[CH:11][C:12]([S:14]([CH:17]4[CH2:22][CH2:21][NH:20][CH2:19][CH2:18]4)(=[O:15])=[O:16])=[CH:13][C:8]=3[N:7]=[C:6]2[CH2:30][C:31]([CH3:34])([CH3:33])[CH3:32])[CH2:2][CH2:3]1. Procedure details: The title compound was prepared according to the procedure described in STEP D of Example 5 using tert-butyl 4-(1-(cyclopropylmethyl)-2-neopentyl-1H-benzo[d]imidazol-5-ylsulfonyl)piperidine-1-carboxylate (STEP C) and tert-butyl 4-((1-(cyclopropylmethyl)-2-neopentyl-1H-benzo[d]imidazol-5-ylsulfonyl)methyl)piperidine-1-carboxylate. Starting materials: O (water), O (water), BrC1=CC=2C(=NC=3C=C(C=CC3C2S1)C#N)NCCN(C)C (2-bromo-4-(2-(dimethylamino)ethylamino)thieno[3,2-c]quinoline-7-carbonitrile), C1(=CC=CC=C1)B(O)O (benzene boronic acid), C([O-])([O-])=O.[Cs+].[Cs+] (cesium carbonate). The reagents and catalysts are C1=CC=C(C=C1)P([C-]2C=CC=C2)C3=CC=CC=C3.C1=CC=C(C=C1)P([C-]2C=CC=C2)C3=CC=CC=C3.Cl[Pd]Cl.[Fe+2] (PdCl2(dppf)). Run in O1CCOCC1 (dioxane). Reaction conditions: temperature 120 celsius. Product: CN(CCNC1=NC=2C=C(C=CC2C2=C1C=C(S2)C2=CC=CC=C2)C#N)C (4-(2-(dimethylamino)ethylamino)-2-phenylthieno[3,2-c]quinoline-7-carbonitrile). Reaction SMILES: Br[C:2]1[S:14][C:13]2[C:12]3[CH:11]=[CH:10][C:9]([C:15]#[N:16])=[CH:8][C:7]=3[N:6]=[C:5]([NH:17][CH2:18][CH2:19][N:20]([CH3:22])[CH3:21])[C:4]=2[CH:3]=1.[C:23]1(B(O)O)[CH:28]=[CH:27][CH:26]=[CH:25][CH:24]=1.C(=O)([O-])[O-].[Cs+].[Cs+].O>O1CCOCC1.C1C=CC(P(C2C=CC=CC=2)[C-]2C=CC=C2)=CC=1.C1C=CC(P(C2C=CC=CC=2)[C-]2C=CC=C2)=CC=1.Cl[Pd]Cl.[Fe+2]>[CH3:21][N:20]([CH3:22])[CH2:19][CH2:18][NH:17][C:5]1[C:4]2[CH:3]=[C:2]([C:23]3[CH:28]=[CH:27][CH:26]=[CH:25][CH:24]=3)[S:14][C:13]=2[C:12]2[CH:11]=[CH:10][C:9]([C:15]#[N:16])=[CH:8][C:7]=2[N:6]=1 |f:2.3.4,7.8.9.10|. Procedure: 2-bromo-4-(2-(dimethylamino)ethylamino)thieno[3,2-c]quinoline-7-carbonitrile (1.0 eq, 55 mg, 0.146 mmol), benzene boronic acid (2.0 eq, 36 mg, 0.295 mmol), cesium carbonate (2.0 eq, 95 mg, 0.292 mmol) and PdCl2(dppf) (0.05 eq, 5 mg, 0.068 mmol) were mixed in dioxane (0.5 ml) containing 5% of water. The mixture was heated under microwave for 10 min at 120° C. After addition of water and filtration, 4-(2-(dimethylamino)ethylamino)-2-phenylthieno[3,2-c]quinoline-7-carbonitrile was isolated as a sol... Reactants: C(C1=CC=CC=C1)N1C(C(=CC=C1)OC)=O (1-Benzyl-3-methoxypyridine-2-one), COC=1C=CC(=CC1)P2(=S)SP(=S)(S2)C=3C=CC(=CC3)OC (Lawesson's reagent). The solvent is C1(=CC=CC=C1)C (toluene). Product: C(C1=CC=CC=C1)N1C(C(=CC=C1)OC)=S (1-Benzyl-3-methoxypyridine-2-thione). Isolated yield 134.8%. Reaction SMILES: [CH2:1]([N:8]1[CH:13]=[CH:12][CH:11]=[C:10]([O:14][CH3:15])[C:9]1=O)[C:2]1[CH:7]=[CH:6][CH:5]=[CH:4][CH:3]=1.COC1C=CC(P2(SP(C3C=CC(OC)=CC=3)(=S)S2)=[S:26])=CC=1>C1(C)C=CC=CC=1>[CH2:1]([N:8]1[CH:13]=[CH:12][CH:11]=[C:10]([O:14][CH3:15])[C:9]1=[S:26])[C:2]1[CH:7]=[CH:6][CH:5]=[CH:4][CH:3]=1. Procedure: A suspension of 141b (0.060 g, 0.28 mmol) and Lawesson's reagent (0.067 g, 0.17 mmol) in toluene (10 mL) was heated to reflux overnight. Reaction mixture was then cooled to room temperature. Toluene was evaporated in vacuo and resulting crude solid was directly loaded on prep-TLC. Elution with CH2Cl2:Acetone:MeOH (5:1:0.2) gave 143b 53 mg (82%) of yellow solid. Starting materials: ClC1=NC=2N(C(C(N(C2C=N1)C)=O)(CC)CC)C1CCCC1 (2-chloro-8-cyclopentyl-7,7-diethyl-5-methyl-pteridin-6-one), CC1OC=2C(C1)=C(C=CC2N)C(=O)O (methyl 7-amino-2,3-dihydrobenzofuran-4-carboxylic acid), Cl (hydrochloric acid). The solvent is mixture, C(C)O (ethanol), O (water). Product: C1(CCCC1)N1C(C(N(C=2C=NC(=NC12)NC=1C=CC(=C2CCOC21)C(=O)O)C)=O)(CC)CC (7-[(8-cyclopentyl-7,7-diethyl-5-methyl-6-oxo-pteridin-2-yl)amino]-2,3-dihydrobenzofuran-4-carboxylic acid). Yield: 38.4%. RXN SMILES: Cl[C:2]1[N:11]=[CH:10][C:9]2[N:8]([CH3:12])[C:7](=[O:13])[C:6]([CH2:16][CH3:17])([CH2:14][CH3:15])[N:5]([CH:18]3[CH2:22][CH2:21][CH2:20][CH2:19]3)[C:4]=2[N:3]=1.C[CH:24]1[CH2:28][C:27]2=[C:29]([C:34]([OH:36])=[O:35])[CH:30]=[CH:31][C:32]([NH2:33])=[C:26]2[O:25]1.Cl>C(O)C.O>[CH:18]1([N:5]2[C:4]3[N:3]=[C:2]([NH:33][C:32]4[CH:31]=[CH:30][C:29]([C:34]([OH:36])=[O:35])=[C:27]5[C:26]=4[O:25][CH2:24][CH2:28]5)[N:11]=[CH:10][C:9]=3[N:8]([CH3:12])[C:7](=[O:13])[C:6]2([CH2:16][CH3:17])[CH2:14][CH3:15])[CH2:22][CH2:21][CH2:20][CH2:19]1. Procedure: 2-Chloro-8-cyclopentyl-7,7-diethyl-5-methyl-pteridin-6-one 42a (100 mg, 0.31 mmol) and methyl 7-amino-2,3-dihydrobenzofuran-4-carboxylic acid 1g (50 mg, 0.28 mmol) were dissolved in 17 mL of the mixture solvent of ethanol and water (V/V=5:12) followed by the addition of 0.2 mL of concentrated hydrochloric acid. The reaction mixture was heated to reflux for 16 hours with stirring. The resulting solution was concentrated under reduced pressure, added dropwise with 1 M lithium hydroxide solution to... The reactants are BrC1=CC2=C(N(C(CN=C2C=2C=C(C#N)C=CC2)=O)C)C=C1 (3-(7-bromo-1-methyl-2-oxo-2,3-dihydro-1H-benzo[e][1,4]diazepin-5-yl)-benzonitrile), C1(=CC=CC=C1)B(O)O (benzene boronic acid), COC1=C(C=CC=C1)B(O)O (2-methoxyphenyl boronic acid). Yields the product COC1=C(C=CC=C1)C1=CC2=C(N(C(CN=C2C=2C=C(C#N)C=CC2)=O)C)C=C1 (3-[7-(2-Methoxy-phenyl)-1-methyl-2-oxo-2,3-dihydro-1H-benzo[e][1,4]diazepin-5-yl]-benzonitrile). Yield: 45.0%. RXN SMILES: Br[C:2]1[CH:22]=[CH:21][C:5]2[N:6]([CH3:20])[C:7](=[O:19])[CH2:8][N:9]=[C:10]([C:11]3[CH:12]=[C:13]([CH:16]=[CH:17][CH:18]=3)[C:14]#[N:15])[C:4]=2[CH:3]=1.C1(B(O)O)C=CC=CC=1.[CH3:32][O:33][C:34]1[CH:39]=[CH:38][CH:37]=[CH:36][C:35]=1B(O)O>>[CH3:32][O:33][C:34]1[CH:39]=[CH:38][CH:37]=[CH:36][C:35]=1[C:2]1[CH:22]=[CH:21][C:5]2[N:6]([CH3:20])[C:7](=[O:19])[CH2:8][N:9]=[C:10]([C:11]3[CH:12]=[C:13]([CH:16]=[CH:17][CH:18]=3)[C:14]#[N:15])[C:4]=2[CH:3]=1. Procedure: Prepared from 3-(7-bromo-1-methyl-2-oxo-2,3-dihydro-1H-benzo[e][1,4]diazepin-5-yl)-benzonitrile Intermediate 14 using the same method described for Example 1 and instead of using benzene boronic acid, we used 2-methoxyphenyl boronic acid. The title compound (85 mg) was obtained as a yellow solid, (yield=45%).